From a dataset of the Open Reaction Database (ORD), a public repository of structured organic reaction records. describe an organic reaction: reactants, conditions, products, and yield Reactants: NC1=C(C2=C(S1)CCC2)C(=O)C2=CC=C(C=C2)S(=O)(=O)C ((2-amino-5,6-dihydro-4H-cyclopenta[b]thiophen-3-yl)-(4-methanesulfonyl-phenyl)-methanone), CC(CC(C)=O)=O (pentane-2,4-dione). Reagents/catalysts: S(O)(O)(=O)=O (sulfuric acid). Solvent: C(C)(=O)O (acetic acid). Reaction conditions: temperature 100 celsius, time 10 minute. The product is CS(=O)(=O)C1=CC=C(C=C1)C1=C2C(=NC(=C1C(C)=O)C)SC1=C2CCC1 (1-[4-(4-methanesulfonylphenyl)-2-methyl-6,7-dihydro-5H-cyclopenta[4,5]thieno[2,3-b]pyridin-3-yl)-ethanone). Isolated yield 31.1%. Reaction SMILES: [NH2:1][C:2]1[S:6][C:5]2[CH2:7][CH2:8][CH2:9][C:4]=2[C:3]=1[C:10]([C:12]1[CH:17]=[CH:16][C:15]([S:18]([CH3:21])(=[O:20])=[O:19])=[CH:14][CH:13]=1)=O.[CH3:22][C:23](=O)[CH2:24][C:25](=[O:27])[CH3:26]>C(O)(=O)C.S(=O)(=O)(O)O>[CH3:21][S:18]([C:15]1[CH:16]=[CH:17][C:12]([C:10]2[C:24]([C:25](=[O:27])[CH3:26])=[C:23]([CH3:22])[N:1]=[C:2]3[S:6][C:5]4[CH2:7][CH2:8][CH2:9][C:4]=4[C:3]=23)=[CH:13][CH:14]=1)(=[O:20])=[O:19]. Procedure details: To a stirred solution of 50 mg (0.15 mmol) (2-amino-5,6-dihydro-4H-cyclopenta[b]thiophen-3-yl)-(4-methanesulfonyl-phenyl)-methanone (described above) in 2 ml acetic acid was added 0.011 ml (0.15 mmol) of pentane-2,4-dione and one drop of sulfuric acid. The mixture was then stirred at 100° C. for 10 minutes in a microwave and then concentrated in vacuo. Preparative HPLC (30% CH3CN/H20) afforded 18 mg (30%) 1-[4-(4-methanesulfonylphenyl)-2-methyl-6,7-dihydro-5H-cyclopenta[4,5]thieno[2,3-b]pyridin-...